Task: describe an organic reaction: reactants, conditions, products, and yield. Dataset: the Open Reaction Database (ORD), a public repository of structured organic reaction records The reactants are [OH-].[Na+] (sodium hydroxide), C(C)(=O)O (acetic acid), (E)-4-methyl-6-acetoxy-4-hexen-1-yltriphenylphosphonium iodide, OC/C(=C/CC/C(=C/CO)/C)/CC\C=C(\CCC=C(C)C)/C ((E,E,E)-7-Hydroxymethyl-3,11,15-trimethyl-2,6,10,14-hexadecatetraen-1-ol), ice water, [BH4-].[Na+] (sodium borohydride). Solvent: O1CCCC1 (tetrahydrofuran), O1CCCC1 (tetrahydrofuran). Run at temperature -20 celsius, time 1 hour. Product: OC/C(=C/CC/C(=C/CO)/C)/CC\C=C(/CCC=C(C)C)\C ((E,E,Z)-7-Hydroxymethyl-3,11,15-trimethyl-2,6,10,14-hexadecatetraen-1-ol). Isolated yield 35.7%. RXN SMILES: [OH:1][CH2:2]/[C:3](/[CH2:12][CH2:13]/[CH:14]=[C:15](\[CH3:22])/[CH2:16][CH2:17][CH:18]=[C:19]([CH3:21])[CH3:20])=[CH:4]/[CH2:5][CH2:6]/[C:7](/[CH3:11])=[CH:8]/[CH2:9][OH:10].[OH-].[Na+].C(O)(=O)C.[BH4-].[Na+]>O1CCCC1>[OH:1][CH2:2]/[C:3](/[CH2:12][CH2:13]/[CH:14]=[C:15](/[CH3:22])\[CH2:16][CH2:17][CH:18]=[C:19]([CH3:21])[CH3:20])=[CH:4]/[CH2:5][CH2:6]/[C:7](/[CH3:11])=[CH:8]/[CH2:9][OH:10] |f:1.2,4.5|. Reported procedure: In 125 ml of anhydrous tetrahydrofuran was suspended 18 g of (E)-4-methyl-6-acetoxy-4-hexen-1-yltriphenylphosphonium iodide, and to this suspension was added dropwise two molar equivalents of a n-butyllithium-hexane solution at -20° C in a stream of nitrogen. The resulting mixture was stirred at -20° C in a for 1 hour and to this was further added 8.4 g of (Z)-1,1-diethoxy-6,10-dimethyl-5,9-undecadien-2-one (prepared in Referential example 3) in 25 ml of anhydrous tetrahydrofuran. The mixture wa...